Dataset: the Open Reaction Database (ORD), a public repository of structured organic reaction records. Task: describe an organic reaction: reactants, conditions, products, and yield Reactants: S(=S)(=O)([O-])[O-].[Na+].[Na+] (sodium thiosulfate), C([O-])(O)=O.[Na+] (sodium bicarbonate), II (iodine), C(C)(=O)OC1=C(C(=C(C=C1C(C)(C)C)O)CC(=C)C)C(C)(C)C (4-acetoxy-3,5-di-t-butyl-2-(2-methyl-2-propenyl)phenol). The solvent is mixed solvent, C(C)OCC.O (diethyl ether water). Conditions: time 20 minute. The product is C(C)(=O)OC=1C(=CC2=C(CC(O2)(C)CI)C1C(C)(C)C)C(C)(C)C (5-acetoxy-4,6-di-t-butyl-2-iodomethyl-2-methyl-2,3-dihydrobenzofuran). Yield: 94.6%. Reaction SMILES: [C:1]([O:4][C:5]1[C:10]([C:11]([CH3:14])([CH3:13])[CH3:12])=[CH:9][C:8]([OH:15])=[C:7]([CH2:16][C:17]([CH3:19])=[CH2:18])[C:6]=1[C:20]([CH3:23])([CH3:22])[CH3:21])(=[O:3])[CH3:2].C(=O)(O)[O-].[Na+].[I:29]I.S([O-])([O-])(=O)=S.[Na+].[Na+]>C(OCC)C.O>[C:1]([O:4][C:5]1[C:10]([C:11]([CH3:12])([CH3:13])[CH3:14])=[CH:9][C:8]2[O:15][C:17]([CH2:19][I:29])([CH3:18])[CH2:16][C:7]=2[C:6]=1[C:20]([CH3:23])([CH3:22])[CH3:21])(=[O:3])[CH3:2] |f:1.2,4.5.6,7.8|. Procedure details: In 200 ml of a mixed solvent of diethyl ether-water (3:1) was dissolved 10.0 g of 4-acetoxy-3,5-di-t-butyl-2-(2-methyl-2-propenyl)phenol synthesized according to the procedure described in JP 7-330759/95 and combined with 5.3 g of sodium bicarbonate and 12.0 g of iodine, and the mixture was stirred at room temperature for 20 minutes. Then, the reaction mixture was combined with a saturated aqueous sodium thiosulfate solution and extracted with ethyl acetate, and the organic layer was washed with...